From a dataset of the Open Reaction Database (ORD), a public repository of structured organic reaction records. describe an organic reaction: reactants, conditions, products, and yield Reactants: CCN(C(C)C)C(C)C, ClCCl, CC#N, COC(=O)CCC(C(N)=O)N1Cc2c(OCc3ccc(CBr)cc3)cccc2C1=O, c1nc[nH]n1. Yields the product COC(=O)CCC(C(N)=O)N1Cc2c(OCc3ccc(Cn4cnnc4)cc3)cccc2C1=O. RXN SMILES: [CH2:36]([N:37]([CH:38]([CH3:39])[CH3:40])[CH:41]([CH3:42])[CH3:43])[CH3:44].[CH2:45]([Cl:46])[Cl:47].[CH3:48][C:49]#[N:50].[NH2:1][C:2]([CH:3]([CH2:4][CH2:5][C:6](=[O:7])[O:8][CH3:9])[N:10]1[C:11](=[O:29])[c:12]2[cH:13][cH:14][cH:15][c:16]([O:19][CH2:20][c:21]3[cH:22][cH:23][c:24]([CH2:27][Br:28])[cH:25][cH:26]3)[c:17]2[CH2:18]1)=[O:30].[nH:31]1[n:32][cH:33][n:34][cH:35]1>>[NH2:1][C:2]([CH:3]([CH2:4][CH2:5][C:6](=[O:7])[O:8][CH3:9])[N:10]1[C:11](=[O:29])[c:12]2[cH:13][cH:14][cH:15][c:16]([O:19][CH2:20][c:21]3[cH:22][cH:23][c:24]([CH2:27][n:34]4[cH:33][n:32][n:31][cH:35]4)[cH:25][cH:26]3)[c:17]2[CH2:18]1)=[O:30].